The task is: describe an organic reaction: reactants, conditions, products, and yield. This data is from the Open Reaction Database (ORD), a public repository of structured organic reaction records. Reactants: CC(=O)OC1CCC2C3CCC4CC(C)=CCC4(C)C3CCC12C, CO, [Na+], [OH-], O. Product: CC1=CCC2(C)C(CCC3C4CCC(O)C4(C)CCC32)C1. Reaction SMILES: [C:3](=[O:4])([CH3:5])[O:6][CH:7]1[C:8]2([CH3:9])[CH:10]([CH2:11][CH2:12]1)[CH:13]1[CH2:14][CH2:15][CH:16]3[CH2:17][C:18]([CH3:26])=[CH:19][CH2:20][C:21]3([CH3:22])[CH:23]1[CH2:24][CH2:25]2.[CH3:28][OH:29].[Na+:2].[OH-:1].[OH2:27]>>[OH:6][CH:7]1[C:8]2([CH3:9])[CH:10]([CH2:11][CH2:12]1)[CH:13]1[CH2:14][CH2:15][CH:16]3[CH2:17][C:18]([CH3:26])=[CH:19][CH2:20][C:21]3([CH3:22])[CH:23]1[CH2:24][CH2:25]2. Starting materials: CC1=NC=C2N1C=3C=CC(=CC3C(=NC2)C=4C=CC=CC4F)Cl (midazolam), NCC1NC2=C(C(=NC1)C1=C(C=CC=C1)F)C=C(C=C2)Cl (2-aminomethyl-7-chloro-2,3-dihydro-5-(2-fluorophenyl)-1H-1,4-bezodiazepine), C(C)(=O)OC(C)=O (acetic anhydride). The solvent is ClCCl (dichloromethane). Yields the product C(C)(=O)NC1N(C2=C(C(=NC1)C1=C(C=CC=C1)F)C=C(C=C2)Cl)C (2-acetamido-methyl-7-chloro-2,3-dihydro-5-(2-fluorophenyl)-1H-1,4-bezodiazepine). Reaction SMILES: C[C:2]1[N:6]2[C:7]3[CH:8]=[CH:9][C:10]([Cl:23])=[CH:11][C:12]=3[C:13]([C:16]3[CH:17]=[CH:18][CH:19]=[CH:20][C:21]=3[F:22])=[N:14][CH2:15][C:5]2=C[N:3]=1.NCC1CN=C(C2C=CC=CC=2F)C2C=C(Cl)C=CC=2N1.C(O[C:49](=[O:51])[CH3:50])(=O)C>ClCCl>[C:49]([NH:3][CH:2]1[CH2:15][N:14]=[C:13]([C:16]2[CH:17]=[CH:18][CH:19]=[CH:20][C:21]=2[F:22])[C:12]2[CH:11]=[C:10]([Cl:23])[CH:9]=[CH:8][C:7]=2[N:6]1[CH3:5])(=[O:51])[CH3:50]. Reported procedure: U.S Pat. No. 4,280,957 (hereinafter the '957 patent) describes a synthetic process for preparing midazolam, which is depicted in Scheme 2 below. This process includes reacting 2-aminomethyl-7-chloro-2,3-dihydro-5-(2-fluorophenyl)-1H-1,4-bezodiazepine (II) with acetic anhydride in dichloromethane to produce 2-acetamido-methyl-7-chloro-2,3-dihydro-5-(2-fluorophenyl)-1H-1,4-bezodiazepine (III). The latter is heated with polyphosphoric acid at 150° C. to produce 8-chloro-6-(2-fluorophenyl)-3a,4-dihy... The reactants are C1(=CC=C(C=C1)S(=O)(=O)Cl)C (p-Toluenesulfonyl chloride), C(C1=CC=CC=C1)(C1=CC=CC=C1)(C1=CC=CC=C1)SCCCCCCCCCCCOCCOCCOCCOCCOCCOCCO (2-{2-[2-(2-{2-[2-(11-Tritylsulfanyl-undecyloxy)-ethoxy]-ethoxy}-ethoxy)-ethoxy]-ethoxy}-ethanol), N1=CC=CC=C1 (pyridine). Solvent: C(Cl)Cl (CH2Cl2). Run at time 16 hour. Product: C(C1=CC=CC=C1)(C1=CC=CC=C1)(C1=CC=CC=C1)SCCCCCCCCCCCOCCOCCOCCOCCOCCOCCOS(=O)(=O)C1=CC=C(C=C1)C (Toluene-4-sulfonic acid 2-{2-[2-(2-{2-[2-(11-tritylsulfanyl-undecyloxy)-ethoxy]-ethoxy}-ethoxy)-ethoxy]-ethoxy}-ethyl ester). Reaction SMILES: [C:1]1([CH3:11])[CH:6]=[CH:5][C:4]([S:7](Cl)(=[O:9])=[O:8])=[CH:3][CH:2]=1.[C:12]([S:31][CH2:32][CH2:33][CH2:34][CH2:35][CH2:36][CH2:37][CH2:38][CH2:39][CH2:40][CH2:41][CH2:42][O:43][CH2:44][CH2:45][O:46][CH2:47][CH2:48][O:49][CH2:50][CH2:51][O:52][CH2:53][CH2:54][O:55][CH2:56][CH2:57][O:58][CH2:59][CH2:60][OH:61])([C:25]1[CH:30]=[CH:29][CH:28]=[CH:27][CH:26]=1)([C:19]1[CH:24]=[CH:23][CH:22]=[CH:21][CH:20]=1)[C:13]1[CH:18]=[CH:17][CH:16]=[CH:15][CH:14]=1.N1C=CC=CC=1>C(Cl)Cl>[C:12]([S:31][CH2:32][CH2:33][CH2:34][CH2:35][CH2:36][CH2:37][CH2:38][CH2:39][CH2:40][CH2:41][CH2:42][O:43][CH2:44][CH2:45][O:46][CH2:47][CH2:48][O:49][CH2:50][CH2:51][O:52][CH2:53][CH2:54][O:55][CH2:56][CH2:57][O:58][CH2:59][CH2:60][O:61][S:7]([C:4]1[CH:5]=[CH:6][C:1]([CH3:11])=[CH:2][CH:3]=1)(=[O:9])=[O:8])([C:25]1[CH:30]=[CH:29][CH:28]=[CH:27][CH:26]=1)([C:13]1[CH:18]=[CH:17][CH:16]=[CH:15][CH:14]=1)[C:19]1[CH:24]=[CH:23][CH:22]=[CH:21][CH:20]=1. Reported procedure: p-Toluenesulfonyl chloride (900 mg, 4.7 mmol) was added to a solution of alcohol 4 (910 mg, 1.28 mmol) dissolved in 12 mL of CH2Cl2 and 2 mL of pyridine at 0° C. The solution was warmed to room temperature and stirred for 16 hours. The reaction mixture was rinsed with brine (2×30 mL) and H2O (2×30 mL), and then the organics were dried over MgSO4. After the solvent was evaporated, the crude residue was purified by flash chromatography (gradient, 1:1 hexanes/EtOAc to EtOAc) to afford 1.01 g (91%) ... Reactants: ClCCCBr, CCOC(C)=O, CCCOc1cc2c(c3c(=O)c(-c4ccc(OC)cc4)c[nH]c13)CCC2, [H-], [Na+], CN(C)C=O, O. The product is CCCOc1cc2c(c3c(=O)c(-c4ccc(OC)cc4)cn(CCCCl)c13)CCC2. RXN SMILES: [Br:34][CH2:35][CH2:36][CH2:37][Cl:38].[CH3:39][CH2:40][O:41][C:42](=[O:43])[CH3:44].[CH3:6][O:7][c:8]1[cH:9][cH:10][c:11](-[c:14]2[cH:15][nH:16][c:17]3[c:18]([O:28][CH2:29][CH2:30][CH3:31])[cH:19][c:20]4[c:21]([c:22]3[c:23]2=[O:24])[CH2:25][CH2:26][CH2:27]4)[cH:12][cH:13]1.[H-:32].[Na+:33].[O:1]=[CH:2][N:3]([CH3:4])[CH3:5].[OH2:45]>>[CH3:6][O:7][c:8]1[cH:9][cH:10][c:11](-[c:14]2[cH:15][n:16]([CH2:35][CH2:36][CH2:37][Cl:38])[c:17]3[c:18]([O:28][CH2:29][CH2:30][CH3:31])[cH:19][c:20]4[c:21]([c:22]3[c:23]2=[O:24])[CH2:25][CH2:26][CH2:27]4)[cH:12][cH:13]1. Starting materials: ClC1=C2C(=NC=C1C1=CC=CC=C1)NC=C2 (4-Chloro-5-phenyl-1H-pyrrolo[2,3-b]pyridine), BrN1C(CCC1=O)=O (N-Bromosuccinimide). Solvent: C(Cl)(Cl)Cl (CHCl3), C(Cl)Cl (DCM). Reaction conditions: time 1 hour. Product: crude product, BrC1=CNC2=NC=C(C(=C21)Cl)C2=CC=CC=C2 (3-bromo-4-chloro-5-phenyl-1H-pyrrolo[2,3-b]pyridine). Yield: 89.6%. As a reaction SMILES: [Cl:1][C:2]1[C:7]([C:8]2[CH:13]=[CH:12][CH:11]=[CH:10][CH:9]=2)=[CH:6][N:5]=[C:4]2[NH:14][CH:15]=[CH:16][C:3]=12.[Br:17]N1C(=O)CCC1=O>C(Cl)(Cl)Cl.C(Cl)Cl>[Br:17][C:16]1[C:3]2[C:4](=[N:5][CH:6]=[C:7]([C:8]3[CH:13]=[CH:12][CH:11]=[CH:10][CH:9]=3)[C:2]=2[Cl:1])[NH:14][CH:15]=1. Procedure details: 4-Chloro-5-phenyl-1H-pyrrolo[2,3-b]pyridine (0.912 g, 3.99 mmol) was placed in CHCl3 (5 mL) at room temperature. N-Bromosuccinimide (0.710 g, 3.99 mmol) was then added, and the reaction was stirred at room temperature for 1 hour. The reaction was diluted with DCM and washed with saturated NaHCO3. The organic fraction was dried, filtered, and concentrated to give the crude product 3-bromo-4-chloro-5-phenyl-1H-pyrrolo[2,3-b]pyridine (1.1 g, 89.7% yield).